Dataset: the Open Reaction Database (ORD), a public repository of structured organic reaction records. Task: describe an organic reaction: reactants, conditions, products, and yield Starting materials: BrC=1C=NC=C(C(=O)OC)C1 (methyl 5-bromonicotinate), CC=1C=C(C=CC1C)B(O)O (3,4-dimethylphenylboronic acid). Product: CC=1C=C(C=CC1C)C=1C=C(C=NC1)C(=O)OC (Methyl 5-(3,4-dimethylphenyl)pyridine-3-carboxylate). Reaction SMILES: Br[C:2]1[CH:3]=[N:4][CH:5]=[C:6]([CH:11]=1)[C:7]([O:9][CH3:10])=[O:8].[CH3:12][C:13]1[CH:14]=[C:15](B(O)O)[CH:16]=[CH:17][C:18]=1[CH3:19]>>[CH3:12][C:13]1[CH:14]=[C:15]([C:2]2[CH:11]=[C:6]([C:7]([O:9][CH3:10])=[O:8])[CH:5]=[N:4][CH:3]=2)[CH:16]=[CH:17][C:18]=1[CH3:19]. Reported procedure: 11.0 g (50.1 mmol) of methyl 5-bromonicotinate and 7.7 g (50.1 mmol) of 3,4-dimethylphenylboronic acid were reacted according to the General Method 1A. Yield: 4.0 g (31% of theory) Reactants: OC1=CC(OC(=C1)C)=O (4-hydroxy-6-methylpyrone), FC1=CC=C(CN)C=C1 (4-fluorobenzylamine). Solvent: C(CCC)O (n-butanol). The product is FC1=CC=C(CN2C(C=C(C=C2C)NCC2=CC=C(C=C2)F)=O)C=C1 (1-(4-fluorobenzyl)-4-[(4-fluorobenzyl)amino]-6-methylpyridin-2(1H)-one). Yield: 30.1%. Reaction SMILES: O[C:2]1[CH:7]=[C:6]([CH3:8])O[C:4](=[O:9])[CH:3]=1.[F:10][C:11]1[CH:18]=[CH:17][C:14]([CH2:15][NH2:16])=[CH:13][CH:12]=1>C(O)CCC>[F:10][C:11]1[CH:18]=[CH:17][C:14]([CH2:15][N:16]2[C:6]([CH3:8])=[CH:7][C:2]([NH:16][CH2:15][C:14]3[CH:17]=[CH:18][C:11]([F:10])=[CH:12][CH:13]=3)=[CH:3][C:4]2=[O:9])=[CH:13][CH:12]=1. Procedure: A mixture of 4-hydroxy-6-methylpyrone (5.0 g, 0.04 mol) and 4-fluorobenzylamine (10.0 g. 0.08 mol) in n-butanol (25.0 mL) was heated to reflux for 24 hours under argon atmosphere. The resulting solution was concentrated to dryness under reduced pressure. The residue was triturated with ethyl acetate and filtered. It was thoroughly washed with ethyl acetate and dried to afford the title compound as a pale yellow powder (4.1 g. 30%). 1H-NMR (CD3OD, 400 MHz) δ 7.33 (q, 2H), 7.04 (m, 5H), 5.85 (d, 1... The reactants are [Cl-].[NH4+] (ammonium chloride), [Cl-].[NH4+] (ammonium chloride), CC1=CN2C(C3=CC(=CC=C13)[N+](=O)[O-])=NC=C(C2=O)C(=O)OCC (ethyl 7-methyl-10-nitro-4-oxo-4H-pyrimido[2,1-a]isoquinoline-3-carboxylate), C(Cl)(Cl)Cl.CO (chloroform methanol). The reagents and catalysts are [Fe] (iron), [Fe] (iron). The solvent is O (water), O (water), O (water), C(C)O (ethanol). Reaction conditions: time 1 hour. The product is NC1=CC=C2C(=CN3C(C2=C1)=NC=C(C3=O)C(=O)OCC)C (ethyl 10-amino-7-methyl-4-oxo-4H-pyrimido[2,1-a]isoquinoline-3-carboxylate). The yield is 78.6%. As a reaction SMILES: [CH3:1][C:2]1[C:11]2[C:6](=[CH:7][C:8]([N+:12]([O-])=O)=[CH:9][CH:10]=2)[C:5]2=[N:15][CH:16]=[C:17]([C:20]([O:22][CH2:23][CH3:24])=[O:21])[C:18](=[O:19])[N:4]2[CH:3]=1.[Cl-].[NH4+].C(Cl)(Cl)Cl.CO>O.C(O)C.[Fe]>[NH2:12][C:8]1[CH:7]=[C:6]2[C:11]([C:2]([CH3:1])=[CH:3][N:4]3[C:18](=[O:19])[C:17]([C:20]([O:22][CH2:23][CH3:24])=[O:21])=[CH:16][N:15]=[C:5]32)=[CH:10][CH:9]=1 |f:1.2,3.4|. Procedure details: To a stirred mixture of ethyl 7-methyl-10-nitro-4-oxo-4H-pyrimido[2,1-a]isoquinoline-3-carboxylate (140 mg) and iron powder (90 mg) in a mixture of water (0.5 ml) and ethanol (13 ml) was added a solution of ammonium chloride (90 mg) in water (0.5 ml) under refluxing. After refluxing for 1 hour and 50 minutes, ammonium chloride (28 mg) in water (0.5 ml) and iron (50 mg) was added, and then the mixture was stirred for additional 1 hour. The reaction mixture was filtered and the residue on a filter... The reactants are N(C1=CC=CC=C1)C1=C(N)C=CC=C1 (2-anilinoaniline), ClCCCC(=O)Cl (4-chlorobutyryl chloride). Solvent: ice water, ClCCl (dichloromethane), N1=CC=CC=C1 (pyridine). Run at time 40 minute. Product: ClCCCC(=O)NC1=C(C=CC=C1)NC1=CC=CC=C1 (4-chloro-N-(2-anilinophenyl)butyramide). The yield is 68.6%. As a reaction SMILES: [NH:1]([C:8]1[CH:14]=[CH:13][CH:12]=[CH:11][C:9]=1[NH2:10])[C:2]1[CH:7]=[CH:6][CH:5]=[CH:4][CH:3]=1.[Cl:15][CH2:16][CH2:17][CH2:18][C:19](Cl)=[O:20]>ClCCl.N1C=CC=CC=1>[Cl:15][CH2:16][CH2:17][CH2:18][C:19]([NH:10][C:9]1[CH:11]=[CH:12][CH:13]=[CH:14][C:8]=1[NH:1][C:2]1[CH:3]=[CH:4][CH:5]=[CH:6][CH:7]=1)=[O:20]. Procedure details: To a solution of 2-anilinoaniline (4.0 g) in a mixture of dichloromethane (20 ml) and pyridine (6.87 g) was dropwise added 4-chlorobutyryl chloride (4.29 g) at 8° C. during a period of 16 minutes. The mixture was stirred at the same temperature for 40 minutes and then diluted with ice-water. The mixture was extracted twice with dichloromethane. The combined extract was washed with 1 N hydrochloric acid and water in turn and dried over magnesium sulfate. The solvent was removed under reduced pres... Starting materials: C(C)(C)(C)OC(=O)N[C@@H](C(C)C)C(=O)OCC(O)CO (1-O-(N-tert-butoxycarbonyl-L-valyl)glycerol), C(=O)(OC(C)(C)C)N[C@@H](C(C)C)C(=O)O (Boc-L-valine), C1CCC(CC1)N=C=NC2CCCCC2 (DCC), CCOC(=O)C (EtOAc). The reagents and catalysts are CN(C)C=1C=CN=CC1 (DMAP). Solvent: C(Cl)Cl (CH2Cl2), CN(C)C=O (DMF). Yields the product petroleum ether—EtOAc, C(C)(C)(C)OC(=O)N[C@@H](C(C)C)C(=O)OCC(O)COC([C@@H](NC(=O)OC(C)(C)C)C(C)C)=O (1,3-di-O-(N-tert-butoxycarbonyl-L-valyl)glycerol). Yield: 49.0%. RXN SMILES: [C:1]([O:5][C:6]([NH:8][C@H:9]([C:13]([O:15][CH2:16][CH:17]([CH2:19][OH:20])[OH:18])=[O:14])[CH:10]([CH3:12])[CH3:11])=[O:7])([CH3:4])([CH3:3])[CH3:2].[C:21]([NH:28][C@H:29]([C:33](O)=[O:34])[CH:30]([CH3:32])[CH3:31])([O:23][C:24]([CH3:27])([CH3:26])[CH3:25])=[O:22].C1CCC(N=C=NC2CCCCC2)CC1.CCOC(C)=O>CN(C1C=CN=CC=1)C.C(Cl)Cl.CN(C=O)C>[C:1]([O:5][C:6]([NH:8][C@H:9]([C:13]([O:15][CH2:16][CH:17]([CH2:19][O:20][C:33](=[O:34])[C@H:29]([CH:30]([CH3:31])[CH3:32])[NH:28][C:21]([O:23][C:24]([CH3:25])([CH3:26])[CH3:27])=[O:22])[OH:18])=[O:14])[CH:10]([CH3:11])[CH3:12])=[O:7])([CH3:2])([CH3:4])[CH3:3]. Procedure: 1-O-(N-tert-butoxycarbonyl-L-valyl)glycerol (17.95 g. 61.6 mmol), Boc-L-valine (6.69 g, 30.8 mmol), DMAP (0.38 g, 3.1 mmol), and DCC (7.10 g, 34.4 mmol) in 240 mL CH2Cl2 and 60 mL DMF were stirred at rt under N2 for 18 h. The EtOAc. The organic solution was washed with 50 mL saturated NH4Cl. The aqueous phase was reextracted with 50 mL EtOAc. The organic phases were combined, washed successively with 50 mL saturated NaHCO3 and 50 mL brine, dried over Na2SO4, and concentrated under vacuum. Flash ... Reactants: Brc1ccc(-n2ccnc2)cc1, C1COCCO1, CC(C)(C)[O-], [Na+], O=C(C=Cc1ccccc1)C=Cc1ccccc1, O=c1c2c([nH]c3ccccc13)C(c1ccc3c(c1)OCO3)NC2, O=C(C=Cc1ccccc1)C=Cc1ccccc1, O=C(C=Cc1ccccc1)C=Cc1ccccc1, [Pd], [Pd], CC(C)(C)P(c1ccccc1-c1ccccc1)C(C)(C)C. Product: O=c1c2c([nH]c3ccccc13)C(c1ccc3c(c1)OCO3)N(c1ccc(-n3ccnc3)cc1)C2. Reaction SMILES: [Br:24][c:25]1[cH:26][cH:27][c:28](-[n:31]2[cH:32][n:33][cH:34][cH:35]2)[cH:29][cH:30]1.[CH2:63]1[O:64][CH2:65][CH2:66][O:67][CH2:68]1.[CH3:57][C:58]([CH3:59])([O-:60])[CH3:61].[Na+:62].[O:107]=[C:108]([CH:109]=[CH:110][c:111]1[cH:112][cH:113][cH:114][cH:115][cH:116]1)[CH:117]=[CH:118][c:119]1[cH:120][cH:121][cH:122][cH:123][cH:124]1.[O:1]1[CH2:2][O:3][c:4]2[c:5]1[cH:6][cH:7][c:8]([CH:10]1[NH:11][CH2:12][c:13]3[c:14]1[nH:15][c:16]1[cH:17][cH:18][cH:19][cH:20][c:21]1[c:22]3=[O:23])[cH:9]2.[O:71]=[C:72]([CH:73]=[CH:74][c:75]1[cH:76][cH:77][cH:78][cH:79][cH:80]1)[CH:81]=[CH:82][c:83]1[cH:84][cH:85][cH:86][cH:87][cH:88]1.[O:89]=[C:90]([CH:91]=[CH:92][c:93]1[cH:94][cH:95][cH:96][cH:97][cH:98]1)[CH:99]=[CH:100][c:101]1[cH:102][cH:103][cH:104][cH:105][cH:106]1.[Pd:69].[Pd:70].[c:36]1(-[c:37]2[cH:38][cH:39][cH:40][cH:41][cH:42]2)[cH:43][cH:44][cH:45][cH:46][c:47]1[P:48]([C:49]([CH3:50])([CH3:51])[CH3:52])[C:53]([CH3:54])([CH3:55])[CH3:56]>>[O:1]1[CH2:2][O:3][c:4]2[c:5]1[cH:6][cH:7][c:8]([CH:10]1[N:11]([c:25]3[cH:26][cH:27][c:28](-[n:31]4[cH:32][n:33][cH:34][cH:35]4)[cH:29][cH:30]3)[CH2:12][c:13]3[c:14]1[nH:15][c:16]1[cH:17][cH:18][cH:19][cH:20][c:21]1[c:22]3=[O:23])[cH:9]2. Starting materials: CC1=C(C(=O)NC2=CC(=C(C(=O)O)C=C2)Cl)C=CC=C1F (4-[(2-methyl-3-fluorobenzoyl)amino]-2-chlorobenzoic acid), S(=O)(Cl)Cl (thionyl chloride). The product is CC1=C(C(=O)NC2=CC(=C(C(=O)Cl)C=C2)Cl)C=CC=C1F (4-[(2-methyl-3-fluorobenzoyl)amino]-2-chlorobenzoyl chloride). As a reaction SMILES: [CH3:1][C:2]1[C:20]([F:21])=[CH:19][CH:18]=[CH:17][C:3]=1[C:4]([NH:6][C:7]1[CH:15]=[CH:14][C:10]([C:11](O)=[O:12])=[C:9]([Cl:16])[CH:8]=1)=[O:5].S(Cl)([Cl:24])=O>>[CH3:1][C:2]1[C:20]([F:21])=[CH:19][CH:18]=[CH:17][C:3]=1[C:4]([NH:6][C:7]1[CH:15]=[CH:14][C:10]([C:11]([Cl:24])=[O:12])=[C:9]([Cl:16])[CH:8]=1)=[O:5]. Procedure details: A mixture of 1.85 g of 4-[(2-methyl-3-fluorobenzoyl)amino]-2-chlorobenzoic acid in 30 ml of thionyl chloride under argon is heated at reflux for 1 hour. The thionyl chloride is evaporated in vacuo to a residue which is stirred with hexane and collected to give 1.94 g of 4-[(2-methyl-3-fluorobenzoyl)amino]-2-chlorobenzoyl chloride which is dissolved in 25 ml of methylene chloride and 0.49 g of N,N-diisopropylethylamine added, followed by 0.65 g of 6,11-dihydro-5H-dibenz[b,e]azepine. The reactants... Procedure: To a flask was added 0.10 g (0.34 mmol) of N-mesityl-7-nitro-1,3-benzoxazol-2-amine and 40 ml of methanol. The flask was purged with nitrogen followed by the addition of 0.01 g of 10% palladium on carbon. The flask was evacuated and pressurized to 2-3 psig hydrogen and stirred for 1 h. After completion as determined by HPLC, the reaction was filtered through GF/F filter paper. The filtrate was transferred to round bottom flask and 0.1 ml (1.7 mmol) of propionaldehyde, 0.1 g (1.7 mmol) of NaBH3CN... Product: C1(=C(C(=CC(=C1)C)C)NC=1OC2=C(N1)C=CC=C2N(CCC)CCC)C (N2-Mesityl-N7,N7-dipropyl-1,3-benzoxazole-2,7-diamine). Solvent: C(C)(=O)O (acetic acid). Reactants: C(C)(=O)OCC (ethyl acetate), C1(=C(C(=CC(=C1)C)C)NC=1OC2=C(N1)C=CC=C2[N+](=O)[O-])C (N-mesityl-7-nitro-1,3-benzoxazol-2-amine), CO (methanol), C(CC)=O (propionaldehyde), [BH3-]C#N.[Na+] (NaBH3CN). As a reaction SMILES: [C:1]1([CH3:22])[CH:6]=[C:5]([CH3:7])[CH:4]=[C:3]([CH3:8])[C:2]=1[NH:9][C:10]1[O:11][C:12]2[C:18]([N+:19]([O-])=O)=[CH:17][CH:16]=[CH:15][C:13]=2[N:14]=1.[CH3:23]O.[CH:25](=O)[CH2:26][CH3:27].[BH3-]C#N.[Na+].C(O[CH2:37][CH3:38])(=O)C>C(O)(=O)C>[C:1]1([CH3:22])[CH:6]=[C:5]([CH3:7])[CH:4]=[C:3]([CH3:8])[C:2]=1[NH:9][C:10]1[O:11][C:12]2[C:18]([N:19]([CH2:23][CH2:37][CH3:38])[CH2:25][CH2:26][CH3:27])=[CH:17][CH:16]=[CH:15][C:13]=2[N:14]=1 |f:3.4|. Run at time 1 hour.